From a dataset of the Open Reaction Database (ORD), a public repository of structured organic reaction records. describe an organic reaction: reactants, conditions, products, and yield The reactants are ClC1=NC2=CC=C(C=C2C=C1)OC(F)(F)F (2-Chloro-6-trifluoromethoxy-quinoline), N1CCNCC1 (piperazine). The product is N1(CCNCC1)C1=NC2=CC=C(C=C2C=C1)OC(F)(F)F (2-Piperazin-1-yl-6-trifluoromethoxy-quinoline). As a reaction SMILES: Cl[C:2]1[CH:11]=[CH:10][C:9]2[C:4](=[CH:5][CH:6]=[C:7]([O:12][C:13]([F:16])([F:15])[F:14])[CH:8]=2)[N:3]=1.[NH:17]1[CH2:22][CH2:21][NH:20][CH2:19][CH2:18]1>>[N:17]1([C:2]2[CH:11]=[CH:10][C:9]3[C:4](=[CH:5][CH:6]=[C:7]([O:12][C:13]([F:16])([F:15])[F:14])[CH:8]=3)[N:3]=2)[CH2:22][CH2:21][NH:20][CH2:19][CH2:18]1. Procedure details: The title compound is being prepared in a manner analogous to Example 3, Step D from the 2-chloro-6-trifluoromethoxy-quinoline of Step D and piperazine. Procedure details: (3R,4R)-1-tert-Butoxycarbonyl-3-hydroxy-4-(mesyloxymethyl)pyrrolidine (see Example 34, 1.10 g, 3.7 mmol) was dissolved in DMF (2 mL) and added dropwise to a solution of benzyl mercaptan (870 μL, 7.4 mmol) and NaH (270 mg, 60% oil dispersion, 6.8 mmol) in DMF (10 mL) and stirred at room temp. for 1 h. The reaction was diluted with toluene, washed with water then brine, dried (MgSO4) and concentrated in vacuo. The resulting residue was purified by silica gel flash chromatography to afford (3R,4S)-... Run at time 1 hour. Reactants: C(C1=CC=CC=C1)S (benzyl mercaptan), [H-].[Na+] (NaH), C(C)(C)(C)OC(=O)N1C[C@@H]([C@H](C1)COS(=O)(=O)C)O ((3R,4R)-1-tert-Butoxycarbonyl-3-hydroxy-4-(mesyloxymethyl)pyrrolidine). Run in CN(C)C=O (DMF), CN(C)C=O (DMF), C1(=CC=CC=C1)C (toluene). As a reaction SMILES: [C:1]([O:5][C:6]([N:8]1[CH2:12][C@H:11]([CH2:13]OS(C)(=O)=O)[C@@H:10]([OH:19])[CH2:9]1)=[O:7])([CH3:4])([CH3:3])[CH3:2].[CH2:20]([SH:27])[C:21]1[CH:26]=[CH:25][CH:24]=[CH:23][CH:22]=1.[H-].[Na+]>CN(C=O)C.C1(C)C=CC=CC=1>[C:1]([O:5][C:6]([N:8]1[CH2:12][C@H:11]([CH2:13][S:27][CH2:20][C:21]2[CH:26]=[CH:25][CH:24]=[CH:23][CH:22]=2)[C@@H:10]([OH:19])[CH2:9]1)=[O:7])([CH3:2])([CH3:3])[CH3:4] |f:2.3|. The product is C(C)(C)(C)OC(=O)N1C[C@@H]([C@H](C1)CSCC1=CC=CC=C1)O ((3R,4S)-1-tert-butoxycarbonyl-3-hydroxy-4-(benzylthiomethyl)pyrrolidine). The reactants are C(C)(C)(C)[Si](O[C@@H]1C[C@H](CC1)N1C(N(CC=2C1=NC(=NC2)Cl)C2=CC=C(C=C2)CC)=O)(C)C ((±)-1-[trans-3-(tert-butyl-dimethyl-silanyloxy)-cyclopentyl]-7-chloro-3-(4-ethyl-phenyl)-3,4-dihydro-1H-pyrimido[4,5-d]pyrimidin-2-one), FC1=CC=C(N)C=C1 (4-Fluoroaniline), O.C1(=CC=C(C=C1)S(=O)(=O)O)C (p-toluenesulfonic acid mono-hydrate). Run in CC(C)O (2-propanol), ClCCl (dichloromethane). Conditions: temperature 160 celsius. Yields the product C(C)(C)(C)[Si](O[C@@H]1C[C@H](CC1)N1C(N(CC=2C1=NC(=NC2)NC2=CC=C(C=C2)F)C2=CC=C(C=C2)CC)=O)(C)C ((±)-1-[trans-3-(tert-butyl-dimethyl-silanyloxy)-cyclopentyl]-3-(4-ethyl-phenyl)-7-(4-fluoro-phenylamino)-3,4-dihydro-1H-pyrimido[4,5-d]pyrimidin-2-one). As a reaction SMILES: [C:1]([Si:5]([CH3:33])([CH3:32])[O:6][C@H:7]1[CH2:11][CH2:10][C@H:9]([N:12]2[C:17]3=[N:18][C:19](Cl)=[N:20][CH:21]=[C:16]3[CH2:15][N:14]([C:23]3[CH:28]=[CH:27][C:26]([CH2:29][CH3:30])=[CH:25][CH:24]=3)[C:13]2=[O:31])[CH2:8]1)([CH3:4])([CH3:3])[CH3:2].[F:34][C:35]1[CH:41]=[CH:40][C:38]([NH2:39])=[CH:37][CH:36]=1.O.C1(C)C=CC(S(O)(=O)=O)=CC=1>CC(O)C.ClCCl>[C:1]([Si:5]([CH3:33])([CH3:32])[O:6][C@H:7]1[CH2:11][CH2:10][C@H:9]([N:12]2[C:17]3=[N:18][C:19]([NH:39][C:38]4[CH:40]=[CH:41][C:35]([F:34])=[CH:36][CH:37]=4)=[N:20][CH:21]=[C:16]3[CH2:15][N:14]([C:23]3[CH:28]=[CH:27][C:26]([CH2:29][CH3:30])=[CH:25][CH:24]=3)[C:13]2=[O:31])[CH2:8]1)([CH3:4])([CH3:3])[CH3:2] |f:2.3|. Procedure: (±)-1-[trans-3-(tert-Butyl-dimethyl-silanyloxy)-cyclopentyl]-7-chloro-3-(4-ethyl-phenyl)-3,4-dihydro-1H-pyrimido[4,5-d]pyrimidin-2-one (125 mg, 0.25 mmol) (from Example 39b supra) was suspended in 2-propanol (3 mL) (Fisher). 4-Fluoroaniline (0.036 mL, 0.38 mmol) (Aldrich) and p-toluenesulfonic acid mono-hydrate (12.5 mg, 0.05 mmol) (Aldrich) were added and the mixture was heated to 160° C. in a microwave synthesizer (SmithSynthesizer®) for 30 minutes. After cooling to room temperature, the heter...